This data is from the Open Reaction Database (ORD), a public repository of structured organic reaction records. The task is: describe an organic reaction: reactants, conditions, products, and yield Starting materials: CSc1nccc(-c2[nH]c(C3CCN(C(=O)OCc4ccccc4)CC3)nc2-c2cccc(C(F)(F)F)c2)n1, COC(OC)N(C)C, Cc1ccccc1. Product: CSc1nccc(-c2c(-c3cccc(C(F)(F)F)c3)nc(C3CCN(C(=O)OCc4ccccc4)CC3)n2C)n1. RXN SMILES: [CH2:1]([c:2]1[cH:3][cH:4][cH:5][cH:6][cH:7]1)[O:8][C:9](=[O:10])[N:11]1[CH2:12][CH2:13][CH:14]([c:17]2[nH:18][c:19](-[c:32]3[n:33][c:34]([S:38][CH3:39])[n:35][cH:36][cH:37]3)[c:20](-[c:22]3[cH:23][c:24]([C:28]([F:29])([F:30])[F:31])[cH:25][cH:26][cH:27]3)[n:21]2)[CH2:15][CH2:16]1.[CH3:40][O:41][CH:42]([O:43][CH3:44])[N:45]([CH3:46])[CH3:47].[CH3:48][c:49]1[cH:50][cH:51][cH:52][cH:53][cH:54]1>>[CH2:1]([c:2]1[cH:3][cH:4][cH:5][cH:6][cH:7]1)[O:8][C:9](=[O:10])[N:11]1[CH2:12][CH2:13][CH:14]([c:17]2[n:18]([CH3:40])[c:19](-[c:32]3[n:33][c:34]([S:38][CH3:39])[n:35][cH:36][cH:37]3)[c:20](-[c:22]3[cH:23][c:24]([C:28]([F:29])([F:30])[F:31])[cH:25][cH:26][cH:27]3)[n:21]2)[CH2:15][CH2:16]1. Product: Cn1c(Cl)nc(-c2ccncn2)cc1=O. Reactants: O=C([O-])[O-], CN(C)C=O, [K+], [K+], O, O=P(Cl)(Cl)Cl, Cn1c(S)nc(-c2ccncn2)cc1=O. Reaction SMILES: [C:26](=[O:27])([O-:28])[O-:29].[CH3:6][N:7]([CH3:8])[CH:9]=[O:10].[K+:30].[K+:31].[OH2:32].[P:1]([Cl:2])([Cl:3])([Cl:4])=[O:5].[SH:11][c:12]1[n:13][c:14](-[c:20]2[n:21][cH:22][n:23][cH:24][cH:25]2)[cH:15][c:16](=[O:19])[n:17]1[CH3:18]>>[Cl:3][c:12]1[n:13][c:14](-[c:20]2[n:21][cH:22][n:23][cH:24][cH:25]2)[cH:15][c:16](=[O:19])[n:17]1[CH3:18]. Reactants: C1COCCN1, COc1ccc2c(Cc3c(Cl)cncc3Cl)nnc(Cl)c2c1, N#N, CN(C)C=O. The product is COc1ccc2c(Cc3c(Cl)cncc3Cl)nnc(N3CCOCC3)c2c1. RXN SMILES: [CH2:25]1[CH2:26][O:27][CH2:28][CH2:29][NH:30]1.[Cl:3][c:4]1[n:5][n:6][c:7]([CH2:16][c:17]2[c:18]([Cl:24])[cH:19][n:20][cH:21][c:22]2[Cl:23])[c:8]2[cH:9][cH:10][c:11]([O:14][CH3:15])[cH:12][c:13]12.[N:1]#[N:2].[O:31]=[CH:32][N:33]([CH3:34])[CH3:35]>>[c:4]1([N:30]2[CH2:25][CH2:26][O:27][CH2:28][CH2:29]2)[n:5][n:6][c:7]([CH2:16][c:17]2[c:18]([Cl:24])[cH:19][n:20][cH:21][c:22]2[Cl:23])[c:8]2[cH:9][cH:10][c:11]([O:14][CH3:15])[cH:12][c:13]12. Reactants: CNC(=O)C1(CC1)C(=O)OC (methyl 1-(methylcarbamoyl)cyclopropanecarboxylate), O (water). The solvent is O1CCCC1 (tetrahydrofuran), [H-].C(C(C)C)[Al+]CC(C)C (diisobutylaluminum hydride), O1CCCC1 (tetrahydrofuran). Run at time 1 hour. Product: OCC1(CC1)C(=O)NC (1-(hydroxymethyl)-N-methyl cyclopropanecarboxamide). Reaction SMILES: [CH3:1][NH:2][C:3]([C:5]1([C:8](OC)=[O:9])[CH2:7][CH2:6]1)=[O:4].O>O1CCCC1.[H-].C([Al+]CC(C)C)C(C)C>[OH:9][CH2:8][C:5]1([C:3]([NH:2][CH3:1])=[O:4])[CH2:7][CH2:6]1 |f:3.4|. Procedure: Methyl 1-(methylcarbamoyl)cyclopropanecarboxylate 5b (942 mg, 6 mmol) was dissolved in 10 mL of tetrahydrofuran in a dry ice-acetone bath, by addition of a solution of diisobutylaluminum hydride in tetrahydrofuran (1 M, 18 mL), then the reaction solution was stirred for 1 h, followed by addition of 3 mL of water. After removing the dry ice-acetone bath, the reaction solution was continuously stirred at room temperature for 1 h. The reaction solution was filtered, and the filtrate was concentrate... The reactants are Fc1ccc(Br)cc1CBr, CCOCC, CC(=O)[O-], [Na+], CN(C)C=O, O. The product is CC(=O)OCc1cc(Br)ccc1F. RXN SMILES: [Br:6][c:7]1[cH:8][c:9]([CH2:14][Br:15])[c:10]([F:13])[cH:11][cH:12]1.[CH3:17][CH2:18][O:19][CH2:20][CH3:21].[CH3:2][C:3]([O-:4])=[O:5].[Na+:1].[O:22]=[CH:23][N:24]([CH3:25])[CH3:26].[OH2:16]>>[CH3:2][C:3]([O:4][CH2:14][c:9]1[cH:8][c:7]([Br:6])[cH:12][cH:11][c:10]1[F:13])=[O:5]. Reactants: N=C1SC=C(N1)C(C(=O)OCC)S(=O)(=O)O (ethyl (2-imino-4-thiazolin-4-yl)-2-sulfoacetate), [OH-].[Na+] (sodium hydroxide), Cl (hydrochloric acid). Reaction conditions: time 15 minute. Yields the product S(=O)(=O)(O)C(C(=O)O)C=1NC(SC1)=N (2-sulfo-2-(2-imino-4-thiazolin-4-yl)acetic acid). Isolated yield 86.8%. As a reaction SMILES: [NH:1]=[C:2]1[NH:6][C:5]([CH:7]([S:13]([OH:16])(=[O:15])=[O:14])[C:8]([O:10]CC)=[O:9])=[CH:4][S:3]1.[OH-].[Na+].Cl>>[S:13]([CH:7]([C:5]1[NH:6][C:2](=[NH:1])[S:3][CH:4]=1)[C:8]([OH:10])=[O:9])([OH:16])(=[O:14])=[O:15] |f:1.2|. Procedure details: Under cooling with ice and stirring, 798 mg of the above ethyl (2-imino-4-thiazolin-4-yl)-2-sulfoacetate is added to 6.6 ml of 1N-sodium hydroxide and the mixture is allowed to stand for 15 minutes. Then, under cooling with ice and stirring, the mixture is neutralized with 7.0 ml of 1N hydrochloric acid, whereupon white precipitate is obtained. The precipitate is recovered by filtration, rinsed with ethanol and ether and dried. By this procedure is obtained 620 mg of 2-sulfo-2-(2-imino-4-thiazol...